This data is from the Open Reaction Database (ORD), a public repository of structured organic reaction records. The task is: describe an organic reaction: reactants, conditions, products, and yield Starting materials: CCOC=CC#N, C1CCNCC1. Yields the product N#CC=CN1CCCCC1. RXN SMILES: [CH2:1]([O:2][CH:4]=[CH:5][C:6]#[N:7])[CH3:3].[CH2:8]1[CH2:9][CH2:10][NH:11][CH2:12][CH2:13]1>>[CH:4](=[CH:5][C:6]#[N:7])[N:11]1[CH2:10][CH2:9][CH2:8][CH2:13][CH2:12]1. Starting materials: above prepared solution, C(CC)[S-].[Li+] (lithium propanethiolate), C(CCC)[Li] (n-butyllithium), C(CC)S (propanethiol), resultant solution, C(C=C)N1[C@H](C[C@H](CC1)O)C1=C(C=C(C=C1)C(CCCCCC)(C)C)OCC1=CC=CC=C1 (N-(2-propenyl)-cis-2-[2-benzyloxy-4-(1,1-dimethylheptyl)phenyl]-4-piperidinol). The solvent is CCCCCC (hexane), O1CCCC1 (tetrahydrofuran), CN(P(=O)(N(C)C)N(C)C)C (hexamethylphosphoramide). Conditions: temperature 25 celsius, time 3 hour. Product: C(C=C)N1[C@H](C[C@H](CC1)O)C1=C(C=C(C=C1)C(CCCCCC)(C)C)O (N-(2-Propenyl)-cis-2-[4-(1,1-dimethylheptyl)-2-hydroxyphenyl]-4-piperidinol). The yield is 57.8%. As a reaction SMILES: C(S)CC.C([Li])CCC.[CH2:10]([N:13]1[CH2:18][CH2:17][C@H:16]([OH:19])[CH2:15][C@@H:14]1[C:20]1[CH:25]=[CH:24][C:23]([C:26]([CH3:34])([CH3:33])[CH2:27][CH2:28][CH2:29][CH2:30][CH2:31][CH3:32])=[CH:22][C:21]=1[O:35]CC1C=CC=CC=1)[CH:11]=[CH2:12].C([S-])CC.[Li+]>O1CCCC1.CCCCCC.CN(C)P(N(C)C)(N(C)C)=O>[CH2:10]([N:13]1[CH2:18][CH2:17][C@H:16]([OH:19])[CH2:15][C@@H:14]1[C:20]1[CH:25]=[CH:24][C:23]([C:26]([CH3:34])([CH3:33])[CH2:27][CH2:28][CH2:29][CH2:30][CH2:31][CH3:32])=[CH:22][C:21]=1[OH:35])[CH:11]=[CH2:12] |f:3.4|. Procedure details: A solution of 6.8 ml (74.6 mmole) of propanethiol in 75 ml of tetrahydrofuran is degassed by three freeze-thaw cycles at 0.1 torr. The resultant solution is cooled to -78° C. and 28 ml of 2.5M n-butyllithium in hexane is added. The reaction is then allowed to warm to 25° C. and stirred 3 hours longer. The reaction is evaporated to dryness under high vacuum and the residue dissolved in 70 ml of degassed hexamethylphosphoramide. To a 25° C. degassed solution of 218 mg (0.486 mmole) of N-(2-propeny...